From a dataset of the Open Reaction Database (ORD), a public repository of structured organic reaction records. describe an organic reaction: reactants, conditions, products, and yield Reactants: CC=1C=CC(=CC1)C (p-xylene), C(CCC)[Li] (n-butyl lithium), CN(CCN(C)C)C (N,N,N',N'-tetramethylethylenediamine), C=CCC (1-butene). Conditions: time 2 hour. Product: CC(CC)CC1=CC=C(C=C1)C (3-methyl-4-(p-tolyl) butane). RXN SMILES: [CH3:1][C:2]1[CH:3]=[CH:4][C:5]([CH3:8])=[CH:6][CH:7]=1.[CH2:9]([Li])[CH2:10][CH2:11][CH3:12].CN(C)CCN(C)C.C=CCC>>[CH3:9][CH:10]([CH2:1][C:2]1[CH:7]=[CH:6][C:5]([CH3:8])=[CH:4][CH:3]=1)[CH2:11][CH3:12]. Reported procedure: To 162 mmols of p-xylene were added 7 mmols of n-butyl lithium and 9 mmols of N,N,N',N'-tetramethylethylenediamine, and the mixture was stirred at room temperature for 2 hours, whereupon it turned brilliant orange. The resulting product was placed in an autoclave, and at the same time, 143 mmols of 1-butene was introduced into it. When they were reacted at 80° to 100°C. at an initial pressure of 15 Kg/cm2, the pressure of the inside of the autoclave decreased gradually. After reacting for 5 hour... The reactants are CNC (dimethylamine), P(O)(O)(O)=O (orthophosphoric acid), C[O-].[Na+] (sodium methylate), C(C(=O)OC)(=O)OC (dimethyl oxalate). The solvent is CO (methanol), CO (methanol). Run at temperature 0 celsius, time 2 hour. The product is CN(C(C(=O)OC)=O)C (methyl 2-(dimethylamino)-2-oxoacetate). RXN SMILES: [CH3:1][NH:2][CH3:3].C[O-].[Na+].[C:7]([O:13]C)(=O)[C:8]([O:10][CH3:11])=[O:9].P(=O)(O)(O)O>CO>[CH3:1][N:2]([CH3:3])[C:7](=[O:13])[C:8]([O:10][CH3:11])=[O:9] |f:1.2|. Procedure details: In a 1,000 mL reactor are added at 0° C., 360 g (4 mol) of dimethylamine (DMA) solution at 50% by weight in methanol and 43.2 g (0.2 mol) of sodium methylate at 25% by weight in methanol. To this mixture are added at 0-5° C. and within 1 hour, 472 g (4 mol) of dimethyl oxalate. The mixture is maintained with stirring and at 0° C. for 2 hours. The reaction medium is concentrated in vacuo (Pmax=200 mbars) for removing residual DMA and methanol and an 85% orthophosphoric acid solution (23 g 0.2 mol...